From a dataset of the Open Reaction Database (ORD), a public repository of structured organic reaction records. describe an organic reaction: reactants, conditions, products, and yield Reactants: C1CCOC1, CCOC(C)=O, CCN(C(C)C)C(C)C, OCCN1CCOCC1, Cc1cc(C=O)cc(C)c1O. Yields the product Cc1cc(C=O)cc(C)c1OCCN1CCOCC1. RXN SMILES: [CH2:30]1[O:31][CH2:32][CH2:33][CH2:34]1.[CH3:35][CH2:36][O:37][C:38](=[O:39])[CH3:40].[CH:21]([N:22]([CH2:23][CH3:24])[CH:25]([CH3:26])[CH3:27])([CH3:28])[CH3:29].[OH:12][CH2:13][CH2:14][N:15]1[CH2:16][CH2:17][O:18][CH2:19][CH2:20]1.[OH:1][c:2]1[c:3]([CH3:11])[cH:4][c:5]([CH:6]=[O:7])[cH:8][c:9]1[CH3:10]>>[O:1]([c:2]1[c:3]([CH3:11])[cH:4][c:5]([CH:6]=[O:7])[cH:8][c:9]1[CH3:10])[CH2:13][CH2:14][N:15]1[CH2:16][CH2:17][O:18][CH2:19][CH2:20]1. Starting materials: C(=O)(OCC1=CC=CC=C1)N1C=C(C2=CC=CC=C12)C(C)O (1-(N-carbobenzoxy indol-3-yl)ethanol), S(=O)(Cl)Cl (thionyl chloride). Run in C(Cl)Cl (CH2Cl2). Reaction conditions: time 2 hour. The product is C(=O)(OCC1=CC=CC=C1)N1C=C(C2=CC=CC=C12)C(C)Cl (N-Carbobenzoxy-3-(1chloroethyl)indole). Reaction SMILES: [C:1]([N:11]1[C:19]2[C:14](=[CH:15][CH:16]=[CH:17][CH:18]=2)[C:13]([CH:20](O)[CH3:21])=[CH:12]1)([O:3][CH2:4][C:5]1[CH:10]=[CH:9][CH:8]=[CH:7][CH:6]=1)=[O:2].S(Cl)([Cl:25])=O>C(Cl)Cl>[C:1]([N:11]1[C:19]2[C:14](=[CH:15][CH:16]=[CH:17][CH:18]=2)[C:13]([CH:20]([Cl:25])[CH3:21])=[CH:12]1)([O:3][CH2:4][C:5]1[CH:10]=[CH:9][CH:8]=[CH:7][CH:6]=1)=[O:2]. Procedure details: To a stirred solution of 1-(N-carbobenzoxy indol-3-yl)ethanol (1.02 g, 3.45 mmol) in CH2Cl2 (20 ml) at -78° C. under nitrogen was added thionyl chloride (0.63 ml, 8.62 mmol). After warming to room temperature and stirring for 2 hrs, the mixture was evaporated to a brown oil. This was dissolved in CHCl3, treated with activated carbon and filtered through a pad of Super Cel; the filtrate was evaporated to give 1.03 g (95%) of light brown oil: NMR (CDCl3) δ1.90 (3, d, CH3), 5.26 (1, q, CHCl), 5.33 ... Reactants: C(C)(C)(C)OC(N(C)CCCC1=CC=C(C=C1)F)=O ([3-(4-fluoro-phenyl)-propyl]-methyl-carbamic acid tert-butyl ester), FC(C(=O)O)(F)F (trifluoroacetic acid). Product: FC1=CC=C(C=C1)CCCNC ([3-(4-Fluoro-phenyl)-propyl]-methyl-amine). Run in ClCCl (dichloromethane). Reaction SMILES: C(O[C:6](=O)[N:7]([CH2:9][CH2:10][CH2:11][C:12]1[CH:17]=[CH:16][C:15]([F:18])=[CH:14][CH:13]=1)C)(C)(C)C.FC(F)(F)C(O)=O>ClCCl>[F:18][C:15]1[CH:14]=[CH:13][C:12]([CH2:11][CH2:10][CH2:9][NH:7][CH3:6])=[CH:17][CH:16]=1. Reaction conditions: time 3 hour. Reported procedure: To a solution of [3-(4-fluoro-phenyl)-propyl]-methyl-carbamic acid tert-butyl ester (0.417 g, 1.560 mmol) in 3 mL of dichloromethane, was added trifluoroacetic acid (3 mL). After stirring at room temperature for 3 h, the reaction mixture was concentrated under reduced pressure. The residue was re-dissolved in 20 mL of ethyl acetate and the resulting solution was washed with NaOH solution (1N) and brine, and dried over anhydrous Na2SO4. Removal of the solvent under reduced pressure provided the t... Yield: 72.5%. Starting materials: C1(=CC=CC=C1)S(=O)(=O)OC (Methyl benzenesulfonate), C(#N)C1=CC=C(C=C1)N1N=CC=C1C1=C(N(C(N1C(=O)NCCCN(C)C)=O)C1=CC(=CC=C1)C(F)(F)F)C (5-[1-(4-cyanophenyl)-1H-pyrazol-5-yl]-N-[3-(dimethylamino)propyl]-4-methyl-2-oxo-3-[3-(trifluoromethyl)phenyl]-2,3-dihydro-1H-imidazole-1-carboxamide), O (Water), CCOC(=O)C (EtOAc). Solvent: C1CCOC1 (THF). Conditions: time 2 hour. The product is C(#N)C1=CC=C(C=C1)N1N=CC=C1C1=C(N(C(N1C(=O)NCCC[N+](C)(C)C)=O)C1=CC(=CC=C1)C(F)(F)F)C.C1(=CC=CC=C1)S(=O)(=O)[O-] (Benzenesulfonate 3-[({5-[1-(4-cyanophenyl)-1H-pyrazol-5-yl]-4-methyl-2-oxo-3-[3-(trifluoromethyl)phenyl]-2,3-dihydro-1H-imidazol-1-yl}carbonyl)amino]-N,N,N-trimethylpropan-1-aminium). The yield is 140.9%. Reaction SMILES: [C:1]1([S:7]([O:10]C)(=[O:9])=[O:8])[CH:6]=[CH:5][CH:4]=[CH:3][CH:2]=1.[C:12]([C:14]1[CH:19]=[CH:18][C:17]([N:20]2[C:24]([C:25]3[N:29]([C:30]([NH:32][CH2:33][CH2:34][CH2:35][N:36]([CH3:38])[CH3:37])=[O:31])[C:28](=[O:39])[N:27]([C:40]4[CH:45]=[CH:44][CH:43]=[C:42]([C:46]([F:49])([F:48])[F:47])[CH:41]=4)[C:26]=3[CH3:50])=[CH:23][CH:22]=[N:21]2)=[CH:16][CH:15]=1)#[N:13].O.CCOC(C)=O>C1COCC1>[C:12]([C:14]1[CH:19]=[CH:18][C:17]([N:20]2[C:24]([C:25]3[N:29]([C:30]([NH:32][CH2:33][CH2:34][CH2:35][N+:36]([CH3:1])([CH3:37])[CH3:38])=[O:31])[C:28](=[O:39])[N:27]([C:40]4[CH:45]=[CH:44][CH:43]=[C:42]([C:46]([F:49])([F:47])[F:48])[CH:41]=4)[C:26]=3[CH3:50])=[CH:23][CH:22]=[N:21]2)=[CH:16][CH:15]=1)#[N:13].[C:1]1([S:7]([O-:10])(=[O:9])=[O:8])[CH:6]=[CH:5][CH:4]=[CH:3][CH:2]=1 |f:5.6|. Procedure details: Methyl benzenesulfonate (0.019 mL, 0.14 mmol) was added to a solution of 5-[1-(4-cyanophenyl)-1H-pyrazol-5-yl]-N-[3-(dimethylamino)propyl]-4-methyl-2-oxo-3-[3-(trifluoromethyl)phenyl]-2,3-dihydro-1H-imidazole-1-carboxamide (Example 9) (77 mg, 0.14 mmol) in THF (3.0 mL). The mixture was stirred for 2 hr then allowed to stand at RT for 2 days. Water (15 mL) and EtOAc (15 ml) were added with stirring. The phases were separated. The aqueous phase was washed with EtOAc (15 mL) then diluted with MeCN.... Reactants: C1CCNC1, COC(=O)c1ccc(-c2cc(OC)ccc2F)c(CN2CCCCC2)c1. The product is COC(=O)c1ccc(-c2cc(OC)ccc2F)c(CN2CCCC2)c1. As a reaction SMILES: [CH2:27]1[CH2:28][NH:29][CH2:30][CH2:31]1.[F:1][c:2]1[c:3](-[c:10]2[c:11]([CH2:20][N:21]3[CH2:22][CH2:23][CH2:24][CH2:25][CH2:26]3)[cH:12][c:13]([C:16](=[O:17])[O:18][CH3:19])[cH:14][cH:15]2)[cH:4][c:5]([O:8][CH3:9])[cH:6][cH:7]1>>[F:1][c:2]1[c:3](-[c:10]2[c:11]([CH2:20][N:21]3[CH2:22][CH2:23][CH2:24][CH2:25]3)[cH:12][c:13]([C:16](=[O:17])[O:18][CH3:19])[cH:14][cH:15]2)[cH:4][c:5]([O:8][CH3:9])[cH:6][cH:7]1. Starting materials: Cl.Cl.NCCOC=1C=CC=C2C(=CC(=NC12)C)NCC1=CC(=C(C=C1)Cl)Cl ([8-(2-Aminoethoxy)-2-methylquinolin-4-yl]-(3,4-dichlorobenzyl)-amine dihydrochloride), CS(=O)(=O)Cl (methanesulfonyl chloride), N1=CC=CC=C1 (pyridine). Run at time 12 hour. Product: ClC=1C=C(CNC2=CC(=NC3=C(C=CC=C23)OCCNS(=O)(=O)CC)C)C=CC1Cl (N-{2-[4-(3,4-Dichlorobenzylamino)-2-methylquinolin-8-yloxy]-ethyl}-ethanesulfonamide). RXN SMILES: Cl.Cl.[NH2:3][CH2:4][CH2:5][O:6][C:7]1[CH:8]=[CH:9][CH:10]=[C:11]2[C:16]=1[N:15]=[C:14]([CH3:17])[CH:13]=[C:12]2[NH:18][CH2:19][C:20]1[CH:25]=[CH:24][C:23]([Cl:26])=[C:22]([Cl:27])[CH:21]=1.[CH3:28][S:29](Cl)(=[O:31])=[O:30].N1C=CC=C[CH:34]=1>>[Cl:27][C:22]1[CH:21]=[C:20]([CH:25]=[CH:24][C:23]=1[Cl:26])[CH2:19][NH:18][C:12]1[C:11]2[C:16](=[C:7]([O:6][CH2:5][CH2:4][NH:3][S:29]([CH2:28][CH3:34])(=[O:31])=[O:30])[CH:8]=[CH:9][CH:10]=2)[N:15]=[C:14]([CH3:17])[CH:13]=1 |f:0.1.2|. Reported procedure: [8-(2-Aminoethoxy)-2-methylquinolin-4-yl]-(3,4-dichlorobenzyl)-amine dihydrochloride (example 20, 60 mg, 0.160 mmole) and methanesulfonyl chloride (33.8 mg, 0.30 mmole) were dissolved in pyridine and stirred at RT for 12 hrs. The content of the flask was concentrated, mixed with 1N NaOH and extracted with dichloromethane. The organic layer was washed with water and saturated NaCl solution and concentrated. The residue thus obtained was purified using silica gel chromatography, eluting with dichl... The reactants are CCC(Br)c1nc2c(c(=O)n1Cc1ccccc1)CCC2, CN(C)CCN, CCO, CCOC(C)=O. The product is CCC(NCCN(C)C)c1nc2c(c(=O)n1Cc1ccccc1)CCC2. RXN SMILES: [CH2:1]([c:2]1[cH:3][cH:4][cH:5][cH:6][cH:7]1)[n:8]1[c:9]([CH:18]([CH2:19][CH3:20])[Br:21])[n:10][c:11]2[c:12]([c:13]1=[O:14])[CH2:15][CH2:16][CH2:17]2.[CH3:22][N:23]([CH2:24][CH2:25][NH2:26])[CH3:27].[CH3:28][CH2:29][OH:30].[CH3:31][CH2:32][O:33][C:34]([CH3:35])=[O:36]>>[CH2:1]([c:2]1[cH:3][cH:4][cH:5][cH:6][cH:7]1)[n:8]1[c:9]([CH:18]([CH2:19][CH3:20])[NH:26][CH2:25][CH2:24][N:23]([CH3:22])[CH3:27])[n:10][c:11]2[c:12]([c:13]1=[O:14])[CH2:15][CH2:16][CH2:17]2. Reactants: CN1CCNCC1, O=S1(=O)NC(Cl)=Nc2ccc(Cl)cc21, O. The product is CN1CCN(C2=Nc3ccc(Cl)cc3S(=O)(=O)N2)CC1. RXN SMILES: [CH3:15][N:16]1[CH2:17][CH2:18][NH:19][CH2:20][CH2:21]1.[Cl:1][C:2]1=[N:7][c:6]2[c:5]([cH:11][c:10]([Cl:12])[cH:9][cH:8]2)[S:4](=[O:13])(=[O:14])[NH:3]1.[OH2:22]>>[C:2]1([N:19]2[CH2:18][CH2:17][N:16]([CH3:15])[CH2:21][CH2:20]2)=[N:7][c:6]2[c:5]([cH:11][c:10]([Cl:12])[cH:9][cH:8]2)[S:4](=[O:13])(=[O:14])[NH:3]1.